From a dataset of the Open Reaction Database (ORD), a public repository of structured organic reaction records. describe an organic reaction: reactants, conditions, products, and yield The reactants are acid, C1OC2(C(C(CCC2)(S(=O)(=O)C2=CC=CC=C2)CCCCCCCCCCO)C)OC1 (1,1-(ethylenedioxy)-3-(10-hydroxydecyl)-2-methyl-3-(phenylsulfonyl)-cyclohexane), saturated aqueous solution, C([O-])(O)=O.[Na+] (sodium bicarbonate). Run in C(Cl)(Cl)Cl (chloroform), CC(=O)C (acetone). The product is OCCCCCCCCCCC1=C(C(CCC1)=O)C (3-(10-hydroxydecyl)-2-methyl-2-cyclohexen-1-one). Yield: 45.0%. Reaction SMILES: C1CO[C:3]2([CH2:8][CH2:7][CH2:6][C:5]([CH2:18][CH2:19][CH2:20][CH2:21][CH2:22][CH2:23][CH2:24][CH2:25][CH2:26][CH2:27][OH:28])(S(C3C=CC=CC=3)(=O)=O)[CH:4]2[CH3:29])[O:2]1.C(=O)(O)[O-].[Na+]>C(Cl)(Cl)Cl.CC(C)=O>[OH:28][CH2:27][CH2:26][CH2:25][CH2:24][CH2:23][CH2:22][CH2:21][CH2:20][CH2:19][CH2:18][C:5]1[CH2:6][CH2:7][CH2:8][C:3](=[O:2])[C:4]=1[CH3:29] |f:1.2|. Reported procedure: Paratoluenesulfonic acid (20 mg) was added to a solution of 388 mg of 1,1-(ethylenedioxy)-3-(10-hydroxydecyl)-2-methyl-3-(phenylsulfonyl)-cyclohexane in 30 ml of chloroform and 6 ml of acetone. The resulting mixture was reacted at 50° C. for 24 hours. To the reaction mixture was added 10 ml of a saturated aqueous solution of sodium bicarbonate, followed by extraction with sodium bicarbonate, followed by extraction with dichloromethane. The organic layer was washed with saturated saline and dried... Starting materials: C(C)OC(=O)C=1NC2=CC=C(C=C2C1)C1=CC=C(C=C1)C(C)(C)C (5-(4-tert-butylphenyl)indole-2-carboxylic acid ethyl ester), FC(OC1=CC=C(C=C1)B(O)O)(F)F (4-(trifluoromethoxy)phenylboronic acid). The product is C(C)(C)(C)C1=CC=C(C=C1)C=1C=C2C=C(N(C2=CC1)C1=CC=C(C=C1)OC(F)(F)F)C(=O)O (5-(4-tert-Butylphenyl)-1-(4-(trifluoromethoxy)phenyl)indole-2-carboxylic acid). As a reaction SMILES: C([O:3][C:4]([C:6]1[NH:7][C:8]2[C:13]([CH:14]=1)=[CH:12][C:11]([C:15]1[CH:20]=[CH:19][C:18]([C:21]([CH3:24])([CH3:23])[CH3:22])=[CH:17][CH:16]=1)=[CH:10][CH:9]=2)=[O:5])C.[F:25][C:26]([F:38])([F:37])[O:27][C:28]1[CH:33]=[CH:32][C:31](B(O)O)=[CH:30][CH:29]=1>>[C:21]([C:18]1[CH:19]=[CH:20][C:15]([C:11]2[CH:12]=[C:13]3[C:8](=[CH:9][CH:10]=2)[N:7]([C:31]2[CH:30]=[CH:29][C:28]([O:27][C:26]([F:25])([F:37])[F:38])=[CH:33][CH:32]=2)[C:6]([C:4]([OH:3])=[O:5])=[CH:14]3)=[CH:16][CH:17]=1)([CH3:23])([CH3:24])[CH3:22]. Procedure: The title compound was prepared in accordance with Example 8(c) using 5-(4-tert-butylphenyl)indole-2-carboxylic acid ethyl ester and 4-(trifluoromethoxy)phenylboronic acid, followed by hydrolysis in accordance with the procedure described in Example 1(c). The reactants are CS(=O)C (dimethylsulfoxide), FC(S(=O)(=O)OS(=O)(=O)C(F)(F)F)(F)F (trifluoromethane sulfonic anhydride), CS(=O)C (dimethylsulfoxide), anhydride, NC1=NC=CN=C1 (amino pyrazine), formula III. Solvent: C(Cl)Cl (methylene chloride). Conditions: temperature -78 celsius. Yields the product OS(=O)(=O)C(F)(F)F.OS(=O)(=O)C(F)(F)F.CSC (dimethyl sulfide ditriflate). As a reaction SMILES: NC1C=NC=CN=1.[CH3:8][S:9]([CH3:11])=O.[F:12][C:13]([F:26])([F:25])[S:14]([O:17]S(C(F)(F)F)(=O)=O)(=[O:16])=[O:15]>C(Cl)Cl>[OH:17][S:14]([C:13]([F:26])([F:25])[F:12])(=[O:16])=[O:15].[OH:17][S:14]([C:13]([F:26])([F:25])[F:12])(=[O:16])=[O:15].[CH3:8][S:9][CH3:11] |f:4.5.6|. Procedure details: In carrying out the first step of the conversion the selected amino pyrazine of formula III, the reagent is prepared by mixing dimethylsulfoxide in methylene chloride and cooled to -78° C. To the cooled solution is added trifluoromethane sulfonic anhydride in a ratio of approximately 3 moles dimethylsulfoxide to 2 moles of anhydride to produce dimethyl sulfide ditriflate of the formula ##STR8## Then, there is added to the cooled solution of VI the selected amino pyrazine of formula III while mai... The reactants are [Si](C)(C)(C(C)(C)C)OCCN(C(=O)C1=NC(=NC(=C1OCC1=CC=CC=C1)O)CC1(CCCC1)C1=CC2=CC=CC=C2C=C1)C(C)C (5-Benzyloxy-6-hydroxy-2-(1-naphthalen-2-yl-cyclopentylmethyl)-pyrimidine-4-carboxylic acid [2-(tert-butyl-dimethylsilanyloxy)-ethyl]-isopropylamide), OCCN(C(=O)C1=NC(=NC(=C1OCC1=CC=CC=C1)O)CC1(CCCC1)C1=C(C=CC(=C1)Cl)Cl)C(C)C (5-benzyloxy-2-[1-(2,5-dichlorophenyl)-cyclopentylmethyl]-6-hydroxypyrimidine-4-carboxylic acid (2-hydroxyethyl)-isopropylamide). Yields the product OCCN(C(=O)C1=NC(=NC(=C1OCC1=CC=CC=C1)O)CC1(CCCC1)C1=CC2=CC=CC=C2C=C1)C(C)C (5-Benzyloxy-6-hydroxy-2-(1-naphthalen-2-yl-cyclopentylmethyl)-pyrimidine-4-carboxylic acid (2-hydroxyethyl)-isopropylamide). Isolated yield 32.3%. Reaction SMILES: [Si]([O:8][CH2:9][CH2:10][N:11]([CH:45]([CH3:47])[CH3:46])[C:12]([C:14]1[C:19]([O:20][CH2:21][C:22]2[CH:27]=[CH:26][CH:25]=[CH:24][CH:23]=2)=[C:18]([OH:28])[N:17]=[C:16]([CH2:29][C:30]2([C:35]3[CH:44]=[CH:43][C:42]4[C:37](=[CH:38][CH:39]=[CH:40][CH:41]=4)[CH:36]=3)[CH2:34][CH2:33][CH2:32][CH2:31]2)[N:15]=1)=[O:13])(C(C)(C)C)(C)C.OCCN(C(C)C)C(C1C(OCC2C=CC=CC=2)=C(O)N=C(CC2(C3C=C(Cl)C=CC=3Cl)CCCC2)N=1)=O>>[OH:8][CH2:9][CH2:10][N:11]([CH:45]([CH3:47])[CH3:46])[C:12]([C:14]1[C:19]([O:20][CH2:21][C:22]2[CH:23]=[CH:24][CH:25]=[CH:26][CH:27]=2)=[C:18]([OH:28])[N:17]=[C:16]([CH2:29][C:30]2([C:35]3[CH:44]=[CH:43][C:42]4[C:37](=[CH:38][CH:39]=[CH:40][CH:41]=4)[CH:36]=3)[CH2:31][CH2:32][CH2:33][CH2:34]2)[N:15]=1)=[O:13]. Reported procedure: 5-Benzyloxy-6-hydroxy-2-(1-naphthalen-2-yl-cyclopentylmethyl)-pyrimidine-4-carboxylic acid (2-hydroxyethyl)-isopropylamide (220) (80.0 mg, crude) was synthesized as a colorless liquid from 5-benzyloxy-6-hydroxy-2-(1-naphthalen-2-yl-cyclopentylmethyl)-pyrimidine-4-carboxylic acid [2-(tert-butyl-dimethylsilanyloxy)-ethyl]-isopropylamide (219) (300.0 mg, 0.459 mmol) following the procedure described 5-benzyloxy-2-[1-(2,5-dichlorophenyl)-cyclopentylmethyl]-6-hydroxypyrimidine-4-carboxylic acid (2-hy... Product: Cl.N[C@H](CO)C(C(F)(F)F)C(F)(F)F ((2S)-2-amino-4,4,4-trifluoro-3-(trifluoromethyl)butan-1-ol hydrochloride salt). Solvent: CO (MeOH). As a reaction SMILES: [ClH:1].[F:2][C:3]([F:22])([F:21])[CH:4]([C:17]([F:20])([F:19])[F:18])[C@H:5]([NH:8][C@@H](C1C=CC=CC=1)C)[CH2:6][OH:7]>CO>[ClH:1].[NH2:8][C@@H:5]([CH:4]([C:3]([F:2])([F:21])[F:22])[C:17]([F:18])([F:19])[F:20])[CH2:6][OH:7] |f:0.1,3.4|. Run at time 2 hour. Starting materials: Cl.FC(C([C@@H](CO)N[C@H](C)C1=CC=CC=C1)C(F)(F)F)(F)F ((2S)-4,4,4-trifluoro-2-{[(1R)-1-phenylethyl]amino}-3-(trifluoromethyl)butan-1-ol hydrochloride salt). Procedure details: A 2 L Parr bottle was flushed with N2 and 9.374 g (0.10 g/mmol) of 10% Pd/C was carefully added to the flask. Then, 50 mL of anhydrous MeOH was added and the flask was carefully swirled. A solution of 36.136 g (98.3 mmol, 1.0 equiv) of (2S)-4,4,4-trifluoro-2-{[(1R)-1-phenylethyl]amino}-3-(trifluoromethyl)butan-1-ol hydrochloride salt dissolved in 50 mL of MeOH was added to the flask. The Parr bottle was flushed with more N2, and then capped. The heterogeneous reaction mixture was hydrogenated at... Yield: 117.4%. The product is N1=CC=C(C2=CC=CC=C12)CN1CC=2C=CC=C(C2CC1)C(=O)O (2-(quinolin-4-ylmethyl)-1,2,3,4-tetrahydroisoquinoline-5-carboxylic acid). As a reaction SMILES: [N:1]1[C:10]2[C:5](=[CH:6][CH:7]=[CH:8][CH:9]=2)[C:4]([CH2:11][N:12]2[CH2:21][CH2:20][C:19]3[C:18]([C:22]([O:24]C)=[O:23])=[CH:17][CH:16]=[CH:15][C:14]=3[CH2:13]2)=[CH:3][CH:2]=1.O.[OH-].[Na+]>O1CCOCC1>[N:1]1[C:10]2[C:5](=[CH:6][CH:7]=[CH:8][CH:9]=2)[C:4]([CH2:11][N:12]2[CH2:21][CH2:20][C:19]3[C:18]([C:22]([OH:24])=[O:23])=[CH:17][CH:16]=[CH:15][C:14]=3[CH2:13]2)=[CH:3][CH:2]=1 |f:2.3|. Procedure details: Methyl 2-(quinolin-4-ylmethyl)-1,2,3,4-tetrahydroisoquinoline-5-carboxylate (1.2 g, 3.61 mmol) was dissolved in dioxane (15 mL) and water (5 mL) then added a solution of 2N aqueous sodium hydroxide (1.90 mL, 3.80 mmol). The reaction mixture was stirred at room temperature for 2 days then concentrated under vacuum to remove the dioxane. The remaining aqueous solution was diluted with water then added 1N aqueous hydrochloric acid (3.8 mL) to bring the mixture to pH 7. A precipitate formed which wa... The yield is 92.2%. The solvent is O1CCOCC1 (dioxane). The reactants are O (water), [OH-].[Na+] (sodium hydroxide), N1=CC=C(C2=CC=CC=C12)CN1CC=2C=CC=C(C2CC1)C(=O)OC (Methyl 2-(quinolin-4-ylmethyl)-1,2,3,4-tetrahydroisoquinoline-5-carboxylate). Reaction conditions: time 2 day. The reactants are N1CCC(CC1)N1C(NC2=NC=CC=C21)=O (1-piperidin-4-yl-1,3-dihydroimidazo[4,5-b]pyridin-2-one), ClC1=NC=CC(=C1)C(=O)N1CCC2=C(C(=CC=C12)F)F ((2-chloro-pyridin-4-yl)-(4,5-difluoro-2,3-dihydro-indol-1-yl)-methanone), C([O-])([O-])=O.[K+].[K+] (potassium carbonate). Run in CN1CCCC1=O (NMP). Yields the product FC1=C2CCN(C2=CC=C1F)C(=O)C1=CC(=NC=C1)N1CCC(CC1)N1C(NC2=NC=CC=C21)=O (1-[4′-(4,5-difluoro-2,3-dihydro-indole-1-carbonyl)-3,4,5,6-tetrahydro-2H-[1,2′]bipyridinyl-4-yl]-1,3-dihydro-imidazo[4,5-b]pyridin-2-one). Reaction SMILES: [NH:1]1[CH2:6][CH2:5][CH:4]([N:7]2[C:15]3[C:10](=[N:11][CH:12]=[CH:13][CH:14]=3)[NH:9][C:8]2=[O:16])[CH2:3][CH2:2]1.Cl[C:18]1[CH:23]=[C:22]([C:24]([N:26]2[C:34]3[C:29](=[C:30]([F:36])[C:31]([F:35])=[CH:32][CH:33]=3)[CH2:28][CH2:27]2)=[O:25])[CH:21]=[CH:20][N:19]=1.C(=O)([O-])[O-].[K+].[K+]>CN1C(=O)CCC1>[F:36][C:30]1[C:31]([F:35])=[CH:32][CH:33]=[C:34]2[C:29]=1[CH2:28][CH2:27][N:26]2[C:24]([C:22]1[CH:23]=[CH:18][N:19]=[C:20]([N:1]2[CH2:2][CH2:3][CH:4]([N:7]3[C:15]4[C:10](=[N:11][CH:12]=[CH:13][CH:14]=4)[NH:9][C:8]3=[O:16])[CH2:5][CH2:6]2)[CH:21]=1)=[O:25] |f:2.3.4|. Procedure details: 0.59 g (2.7 mmol) 1-piperidin-4-yl-1,3-dihydroimidazo[4,5-b]pyridin-2-one, 0.80 g (2.7 mmol) (2-chloro-pyridin-4-yl)-(4,5-difluoro-2,3-dihydro-indol-1-yl)-methanone and 0.39 g (2.8 mmol) potassium carbonate were stirred in 3 mL of NMP for 4 h at 130° C. The reaction mixture was purified by HPLC. The product-containing fractions were combined and freeze-dried.